describe an organic reaction: reactants, conditions, products, and yield From a dataset of the Open Reaction Database (ORD), a public repository of structured organic reaction records. Reactants: CC(C)(C)OC(=O)N1CCC(O)CC1, O=C([O-])O, C1CCOC1, CC(C)(C)[O-], Clc1cc(Cl)ncn1, [K+], [Na+]. Product: CC(C)(C)OC(=O)N1CCC(Oc2cc(Cl)ncn2)CC1. As a reaction SMILES: [C:1]([CH3:2])([CH3:3])([CH3:4])[O:5][C:6](=[O:7])[N:8]1[CH2:9][CH2:10][CH:11]([OH:14])[CH2:12][CH2:13]1.[C:29](=[O:30])([OH:31])[O-:32].[CH2:34]1[O:35][CH2:36][CH2:37][CH2:38]1.[CH3:15][C:16]([CH3:17])([O-:18])[CH3:19].[Cl:21][c:22]1[n:23][cH:24][n:25][c:26]([Cl:28])[cH:27]1.[K+:20].[Na+:33]>>[C:1]([CH3:2])([CH3:3])([CH3:4])[O:5][C:6](=[O:7])[N:8]1[CH2:9][CH2:10][CH:11]([O:14][c:26]2[n:25][cH:24][n:23][c:22]([Cl:21])[cH:27]2)[CH2:12][CH2:13]1. Reactants: S(=O)(Cl)Cl (thionyl chloride), OCCN1CCN(CC1)C(C(=O)C)C1=CC=CC=C1 (1-(N-β-hydroxyethyl-piperazino)-1-phenylacetone), [OH-].[Na+] (sodium hydroxide). Run in C(Cl)Cl (methylene chloride). Run at temperature 0 celsius, time 24 hour. The product is ClCCN1CCN(CC1)C(C(=O)C)C1=CC=CC=C1 (1-(N-β-chloroethyl-piperazino)-1-phenylacetone). As a reaction SMILES: O[CH2:2][CH2:3][N:4]1[CH2:9][CH2:8][N:7]([CH:10]([C:14]2[CH:19]=[CH:18][CH:17]=[CH:16][CH:15]=2)[C:11]([CH3:13])=[O:12])[CH2:6][CH2:5]1.S(Cl)([Cl:22])=O.[OH-].[Na+]>C(Cl)Cl>[Cl:22][CH2:2][CH2:3][N:4]1[CH2:9][CH2:8][N:7]([CH:10]([C:14]2[CH:19]=[CH:18][CH:17]=[CH:16][CH:15]=2)[C:11]([CH3:13])=[O:12])[CH2:6][CH2:5]1 |f:2.3|. Procedure details: To 1-(N-β-hydroxyethyl-piperazino)-1-phenylacetone (1 mole) dissolved in methylene chloride (2 liters) is added thionyl chloride (2 moles) dropwise, at 0° C., with stirring. On completion of the addition, the resulting material is left aside 24 hours, at room temperature. The reaction medium is then poured over ice and sodium hydroxide (3 moles) is added thereto. The organic phase is washed with water to neutral pH. It is then dried over sodium sulfate and the solvent is evaporated off, to give ... The reactants are [OH-].[NH4+] (Ammonium hydroxide), C1(=CC=C(C=C1)S(=O)(=O)Cl)C (p-toluenesulfonyl chloride), C1=CC(=CC(=C1)Cl)C(=O)OO (mCPBA), CC(CN1C(=NC=2C=NC=3C=C(C=CC3C21)OC2=CC=C(C=C2)[N+](=O)[O-])CCC)C (1-(2-methylpropyl)-7-(4-nitrophenoxy)-2-propyl-1H-imidazo[4,5-c]quinoline). Solvent: C(Cl)(Cl)Cl (chloroform), ClCCl (dichloromethane). Run at time 16 hour. Yields the product CC(CN1C(=NC=2C(=NC=3C=C(C=CC3C21)OC2=CC=C(C=C2)[N+](=O)[O-])N)CCC)C (1-(2-methylpropyl)-7-(4-nitrophenoxy)-2-propyl-1H-imidazo[4,5-c]quinolin-4-amine). As a reaction SMILES: C1C=C(Cl)C=C(C(OO)=O)C=1.[CH3:12][CH:13]([CH3:41])[CH2:14][N:15]1[C:27]2[C:26]3[CH:25]=[CH:24][C:23]([O:28][C:29]4[CH:34]=[CH:33][C:32]([N+:35]([O-:37])=[O:36])=[CH:31][CH:30]=4)=[CH:22][C:21]=3[N:20]=[CH:19][C:18]=2[N:17]=[C:16]1[CH2:38][CH2:39][CH3:40].[OH-].[NH4+:43].C1(C)C=CC(S(Cl)(=O)=O)=CC=1>C(Cl)(Cl)Cl.ClCCl>[CH3:12][CH:13]([CH3:41])[CH2:14][N:15]1[C:27]2[C:26]3[CH:25]=[CH:24][C:23]([O:28][C:29]4[CH:34]=[CH:33][C:32]([N+:35]([O-:37])=[O:36])=[CH:31][CH:30]=4)=[CH:22][C:21]=3[N:20]=[C:19]([NH2:43])[C:18]=2[N:17]=[C:16]1[CH2:38][CH2:39][CH3:40] |f:2.3|. Procedure details: Part B of the general methods described for Examples 35-40 was followed using 2.00 g of 1-(2-methylpropyl)-2-propyl-1H-imidazo[4,5-c]quinolin-7-ol to provide 2.33 g of 1-(2-methylpropyl)-7-(4-nitrophenoxy)-2-propyl-1H-imidazo[4,5-c]quinoline as a yellow solid. Parts C and D of the general methods described for Examples 35-40 were replaced by the following procedure. mCPBA (0.853 g, 2.97 mmol) was added in one portion to a solution of 1-(2-methylpropyl)-7-(4-nitrophenoxy)-2-propyl-1H-imidazo[4,5-... Starting materials: O=C([O-])O, CCO, [Na+], C1CCOC1, O, O=S(=O)(O)O, c1ccc(Sc2cccc(C3OCCO3)c2)cc1. Product: O=Cc1cccc(Sc2ccccc2)c1. As a reaction SMILES: [C:19](=[O:20])([OH:21])[O-:22].[CH3:24][CH2:25][OH:26].[Na+:23].[O:28]1[CH2:29][CH2:30][CH2:31][CH2:32]1.[OH2:27].[S:33](=[O:34])(=[O:35])([OH:36])[OH:37].[c:1]1([S:7][c:8]2[cH:9][c:10]([CH:14]3[O:15][CH2:18][CH2:17][O:16]3)[cH:11][cH:12][cH:13]2)[cH:2][cH:3][cH:4][cH:5][cH:6]1>>[c:1]1([S:7][c:8]2[cH:9][c:10]([CH:14]=[O:15])[cH:11][cH:12][cH:13]2)[cH:2][cH:3][cH:4][cH:5][cH:6]1. Starting materials: C(C=C)C1=C(C=CC=C1)O (o-allylphenol), C(C(=C)C)(=O)[O-].[K+] (potassium methacrylate), C(C(=C)CC(=O)[O-])(=O)[O-].[K+].[K+] (potassium itaconate), C(C=C)C1=CC(=C(C=C1)O)OC (4-allyl-2-methoxyphenol). The product is C(C(=C)C)(=O)OCCCCCCCCCCCCCCCCCC (stearyl methacrylate), C(C(=C)CC(=O)[O-])(=O)[O-].[K+].[K+] (potassium itaconate), C(C=C)OC1=CC=CC=C1 (O-allyl phenol). RXN SMILES: [C:1]([O-:9])(=[O:8])[C:2]([CH2:4][C:5]([O-:7])=[O:6])=[CH2:3].[K+:10].[K+].[CH2:12]([C:15]1[CH:20]=[CH:19][CH:18]=[CH:17][C:16]=1[OH:21])[CH:13]=[CH2:14].[C:22]([O-])(=O)[C:23](C)=[CH2:24].[K+].[CH2:29]([C:32]1[CH:37]=[CH:36][C:35](O)=[C:34](OC)[CH:33]=1)[CH:30]=[CH2:31]>>[C:1]([O:9][CH2:31][CH2:30][CH2:29][CH2:32][CH2:33][CH2:34][CH2:35][CH2:36][CH2:37][CH2:16][CH2:17][CH2:18][CH2:19][CH2:20][CH2:15][CH2:12][CH2:13][CH3:14])(=[O:8])[C:2]([CH3:4])=[CH2:3].[C:1]([O-:9])(=[O:8])[C:2]([CH2:4][C:5]([O-:7])=[O:6])=[CH2:3].[K+:10].[K+:10].[CH2:24]([O:21][C:16]1[CH:15]=[CH:20][CH:19]=[CH:18][CH:17]=1)[CH:23]=[CH2:22] |f:0.1.2,4.5,8.9.10|. Procedure details: The procedure for preparing the copolymer in Example 1 was repeated except that potassium itaconate and o-allylphenol were used in place of potassium methacrylate and 4-allyl-2-methoxyphenol, respectively to obtain a copolymer of stearyl methacrylate, potassium itaconate and O-allyl phenol. The reactants are C=CCNc1ccccc1CCC(=O)O, CO, [Na+], [Na+], O=C([O-])[O-]. Yields the product C=CCNc1ccccc1CCC(=O)OC. Reaction SMILES: [CH2:1]([CH:2]=[CH2:3])[NH:4][c:5]1[c:6]([CH2:7][CH2:8][C:9](=[O:10])[OH:11])[cH:12][cH:13][cH:14][cH:15]1.[CH3:22][OH:23].[Na+:16].[Na+:17].[O-:18][C:19](=[O:20])[O-:21]>>[CH2:1]([CH:2]=[CH2:3])[NH:4][c:5]1[c:6]([CH2:7][CH2:8][C:9](=[O:10])[O:11][CH3:19])[cH:12][cH:13][cH:14][cH:15]1. The reactants are OOS(=O)[O-].[K+] (oxone), BrC=1C=CC=2N(C1)N=C(C2C2=CC=C(C=C2)SC)C2=CC=C(C=C2)F (6-bromo-2-(4-fluorophenyl)-3-[4-(methylsulfanyl)phenyl]pyrazolo[1,5-a]pyridine), OOS(=O)[O-].[K+] (oxone), CC(=O)C (acetone). Solvent: O (water), O (water), O (water). Conditions: time 20 hour. The product is BrC=1C=CC=2N(C1)N=C(C2C2=CC=C(C=C2)S(=O)(=O)C)C2=CC=C(C=C2)F (6-Bromo-2-(4-fluorophenyl)-3-[4-(methylsulfonyl)phenyl]pyrazolo[1,5-a]pyridine). Isolated yield 58.0%. Reaction SMILES: [Br:1][C:2]1[CH:3]=[CH:4][C:5]2[N:6]([N:8]=[C:9]([C:19]3[CH:24]=[CH:23][C:22]([F:25])=[CH:21][CH:20]=3)[C:10]=2[C:11]2[CH:16]=[CH:15][C:14](SC)=[CH:13][CH:12]=2)[CH:7]=1.O[O:27][S:28]([O-:30])=O.[K+].[CH3:32]C(C)=O>O>[Br:1][C:2]1[CH:3]=[CH:4][C:5]2[N:6]([N:8]=[C:9]([C:19]3[CH:20]=[CH:21][C:22]([F:25])=[CH:23][CH:24]=3)[C:10]=2[C:11]2[CH:12]=[CH:13][C:14]([S:28]([CH3:32])(=[O:30])=[O:27])=[CH:15][CH:16]=2)[CH:7]=1 |f:1.2|. Procedure details: To a solution of 6-bromo-2-(4-fluorophenyl)-3-[4-(methylsulfanyl)phenyl]pyrazolo[1,5-a]pyridine (0.26 g 0.63 mmol) in acetone (30 ml) was added a solution of oxone (1.16 g 1.9 mmol) in water (10 ml). The reaction was stirred at room temperature for 20 hours, further oxone (1 g 1.7 mmol) in water (10 ml) was added and stirring was continued for 6 hours. The reaction mixture was poured into water (200 ml) and extracted with ethyl acetate (3×30 ml). The combined extracts were washed with water (30 ... The reactants are [Cl-], O=C(O)c1ccc(C(=O)C=C(c2cc(Cl)cc(Cl)c2)C(F)(F)F)cc1, Nc1ncc(Cl)cn1, O, c1ccncc1. Product: O=C(C=C(c1cc(Cl)cc(Cl)c1)C(F)(F)F)c1ccc(C(=O)Nc2ncc(Cl)cn2)cc1. As a reaction SMILES: [Cl-:9].[Cl:10][c:11]1[cH:12][c:13]([C:18](=[CH:19][C:20](=[O:21])[c:22]2[cH:23][cH:24][c:25]([C:26](=[O:27])[OH:28])[cH:29][cH:30]2)[C:31]([F:32])([F:33])[F:34])[cH:14][c:15]([Cl:17])[cH:16]1.[NH2:1][c:2]1[n:3][cH:4][c:5]([Cl:8])[cH:6][n:7]1.[OH2:35].[cH:36]1[cH:37][cH:38][n:39][cH:40][cH:41]1>>[NH:1]([c:2]1[n:3][cH:4][c:5]([Cl:8])[cH:6][n:7]1)[C:26]([c:25]1[cH:24][cH:23][c:22]([C:20]([CH:19]=[C:18]([c:13]2[cH:12][c:11]([Cl:10])[cH:16][c:15]([Cl:17])[cH:14]2)[C:31]([F:32])([F:33])[F:34])=[O:21])[cH:30][cH:29]1)=[O:27]. The reactants are FC=1C=C(C=CC1C(F)(F)F)C1N(CCC(C1)C1=CC(NO1)=O)C(=O)OC (Methyl 2-(3-fluoro-4-(trifluoromethyl)phenyl)-4-(3-oxo-2,3-dihydroisoxazol-5-yl)piperidine-1-carboxylate), CCCCCCC.CC(C)O (Heptane IPA). Run in C(C)#N (acetonitrile), C(C)#N (acetonitrile). The product is FC=1C=C(C=CC1C(F)(F)F)[C@@H]1N(CC[C@@H](C1)C1=CC(NO1)=O)C(=O)OC ((2R,4S)-methyl 2-(3-fluoro-4-(trifluoromethyl)phenyl)-4-(3-oxo-2,3-dihydroisoxazol-5-yl)piperidine-1-carboxylate), FC=1C=C(C=CC1C(F)(F)F)[C@H]1N(CC[C@H](C1)C1=CC(NO1)=O)C(=O)OC ((2S,4R)-methyl 2-(3-fluoro-4-(trifluoromethyl)phenyl)-4-(3-oxo-2,3-dihydroisoxazol-5-yl)piperidine-1-carboxylate). Yield: 49.0%. RXN SMILES: [F:1][C:2]1[CH:3]=[C:4]([CH:12]2[CH2:17][CH:16]([C:18]3[O:22][NH:21][C:20](=[O:23])[CH:19]=3)[CH2:15][CH2:14][N:13]2[C:24]([O:26][CH3:27])=[O:25])[CH:5]=[CH:6][C:7]=1[C:8]([F:11])([F:10])[F:9].CCCCCCC.CC(O)C>C(#N)C>[F:1][C:2]1[CH:3]=[C:4]([C@H:12]2[CH2:17][C@@H:16]([C:18]3[O:22][NH:21][C:20](=[O:23])[CH:19]=3)[CH2:15][CH2:14][N:13]2[C:24]([O:26][CH3:27])=[O:25])[CH:5]=[CH:6][C:7]=1[C:8]([F:11])([F:9])[F:10].[F:1][C:2]1[CH:3]=[C:4]([C@@H:12]2[CH2:17][C@H:16]([C:18]3[O:22][NH:21][C:20](=[O:23])[CH:19]=3)[CH2:15][CH2:14][N:13]2[C:24]([O:26][CH3:27])=[O:25])[CH:5]=[CH:6][C:7]=1[C:8]([F:11])([F:9])[F:10] |f:1.2|. Reported procedure: Methyl 2-(3-fluoro-4-(trifluoromethyl)phenyl)-4-(3-oxo-2,3-dihydroisoxazol-5-yl)piperidine-1-carboxylate (670 mg, 1.73 mmol) was subjected to chiral preparative HPLC (Column: CelluCoat (250×50), 10 μm particle size, mobile phase: Heptane/EtOH 50/50, flow rate 120 mL/min) to yield (2R,4S)-methyl 2-(3-fluoro-4-(trifluoromethyl)phenyl)-4-(3-oxo-2,3-dihydroisoxazol-5-yl)piperidine-1-carboxylate (319 mg, 47%), Chiral purity 99.9% ee, optical rotation [α]D20=+53.4 (acetonitrile, c=0.5) and (2S,4R)-met...